This data is from the Open Reaction Database (ORD), a public repository of structured organic reaction records. The task is: describe an organic reaction: reactants, conditions, products, and yield Starting materials: ClC=1C=C2C3=CC(=CC=C3S(NC2=C2N=CC=CC12)(=O)=O)C(=O)O (12-chloro-6,6-dioxo-5,6-dihydro-6λ*6*-thia-4,5-diaza-chrysene-9-carboxylic acid), C=1C=CC2=C(C1)N=NN2O (HOBt), TEA, NC(CO)CO (serinol), CCN=C=NCCCN(C)C.Cl (EDC.HCl). The solvent is CN(C)C=O (DMF). Product: OCC(CO)NC(=O)C1=CC=C2S(NC3=C4N=CC=CC4=C(C=C3C2=C1)Cl)(=O)=O (12-Chloro-6,6-dioxo-5,6-dihydro-6λ*6*-thia-4,5-diaza-chrysene-9-carboxylic acid (2-hydroxy-1-hydroxymethyl-ethyl)-amide). Yield: 34.1%. RXN SMILES: [Cl:1][C:2]1[CH:3]=[C:4]2[C:13](=[C:14]3[C:19]=1[CH:18]=[CH:17][CH:16]=[N:15]3)[NH:12][S:11](=[O:21])(=[O:20])[C:10]1[C:5]2=[CH:6][C:7]([C:22](O)=[O:23])=[CH:8][CH:9]=1.[NH2:25][CH:26]([CH2:29][OH:30])[CH2:27][OH:28].CCN=C=NCCCN(C)C.Cl.C1C=CC2N(O)N=NC=2C=1>CN(C=O)C>[OH:28][CH2:27][CH:26]([NH:25][C:22]([C:7]1[CH:6]=[C:5]2[C:10]([S:11](=[O:20])(=[O:21])[NH:12][C:13]3[C:4]2=[CH:3][C:2]([Cl:1])=[C:19]2[C:14]=3[N:15]=[CH:16][CH:17]=[CH:18]2)=[CH:9][CH:8]=1)=[O:23])[CH2:29][OH:30] |f:2.3|. Procedure details: In a similar fashion using route 54 general procedure 123, 12-chloro-6,6-dioxo-5,6-dihydro-6λ*6*-thia-4,5-diaza-chrysene-9-carboxylic acid 524 (100 mg, 0.27 mmol), serinol (50 mg, 0.55 mmol), EDC.HCl (80 mg, 0.41 mmol), HOBt (56 mg, 0.41 mmol), TEA (0.12 ml, 0.11 mmol) and DMF (1 ml) gave the title compound (40 mg, 33%) after purification by column chromatography with chloroform/MeOH (90:10) as the eluent. Reactants: O=C([O-])[O-], CC#N, CC1CCCN1CCCCl, [Cs+], [Cs+], O, O=C1CCc2cc(O)ccc2N1. The product is CC1CCCN1CCCOc1ccc2c(c1)CCC(=O)N2. RXN SMILES: [C:13](=[O:14])([O-:15])[O-:16].[CH3:29][C:30]#[N:31].[Cl:19][CH2:20][CH2:21][CH2:22][N:23]1[CH:24]([CH3:28])[CH2:25][CH2:26][CH2:27]1.[Cs+:17].[Cs+:18].[OH2:32].[OH:1][c:2]1[cH:3][c:4]2[c:9]([cH:10][cH:11]1)[NH:8][C:7](=[O:12])[CH2:6][CH2:5]2>>[O:1]([c:2]1[cH:3][c:4]2[c:9]([cH:10][cH:11]1)[NH:8][C:7](=[O:12])[CH2:6][CH2:5]2)[CH2:20][CH2:21][CH2:22][N:23]1[CH:24]([CH3:28])[CH2:25][CH2:26][CH2:27]1. Starting materials: CO, CC(=O)O, COC(=O)c1cn(-c2ccc(O)cc2)c(C2CC=CCC2)cc1=O, [Na+], [OH-]. The product is O=C(O)c1cn(-c2ccc(O)cc2)c(C2CC=CCC2)cc1=O. RXN SMILES: [CH3:1][OH:2].[CH3:29][C:30](=[O:31])[OH:32].[CH:5]1=[CH:6][CH2:7][CH:8]([c:11]2[n:12](-[c:22]3[cH:23][cH:24][c:25]([OH:28])[cH:26][cH:27]3)[cH:13][c:14]([C:15](=[O:16])[O:17][CH3:18])[c:19](=[O:21])[cH:20]2)[CH2:9][CH2:10]1.[Na+:4].[OH-:3]>>[CH:5]1=[CH:6][CH2:7][CH:8]([c:11]2[n:12](-[c:22]3[cH:23][cH:24][c:25]([OH:28])[cH:26][cH:27]3)[cH:13][c:14]([C:15](=[O:16])[OH:17])[c:19](=[O:21])[cH:20]2)[CH2:9][CH2:10]1. Starting materials: [N+](=O)([O-])C1=CC=NN1 (5-nitro-1H-pyrazole), C(=O)([O-])[O-].[Cs+].[Cs+] (Cs2CO3), BrCCCCC(C)=O (6-bromo-hexan-2-one), N#N (N2). Run in C(=O)(C)C#N (AcCN), C(=O)(C)C#N (AcCN), CC(OCC)=O (EA), O (Water). Run at temperature 80 celsius, time 2 hour. Yields the product [N+](=O)([O-])C1=NN(C=C1)CCCCC(C)=O (6-(3-Nitro-pyrazol-1-yl)-hexan-2-one). As a reaction SMILES: N#N.[N+:3]([C:6]1[NH:10][N:9]=[CH:8][CH:7]=1)([O-:5])=[O:4].C([O-])([O-])=O.[Cs+].[Cs+].Br[CH2:18][CH2:19][CH2:20][CH2:21][C:22](=[O:24])[CH3:23]>C(C#N)(C)=O.CC(=O)OCC.O>[N+:3]([C:6]1[CH:7]=[CH:8][N:9]([CH2:18][CH2:19][CH2:20][CH2:21][C:22](=[O:24])[CH3:23])[N:10]=1)([O-:5])=[O:4] |f:2.3.4|. Procedure: In a flame dried round-bottomed flask equipped with a magnetic stir bar and under inert atmosphere (N2), a suspension of 5-nitro-1H-pyrazole (3.69 g, 29.35 mmol) and Cs2CO3 (10.53 g, 32.28 mmol) in AcCN (34.0 mL) was treated with a solution of 6-bromo-hexan-2-one (5.78 g, 32.28 mmol) in AcCN (26.0 mL). The reaction mixture was stirred at 80° C. for 2 h. Water (123 mL) and EA (185 mL) were added to the cooled reaction mixture. The aq. layer was extracted with EA (185 mL) and the combined org. ext... Starting materials: CO, ClC(Cl)Cl, Cl, N#CCCSCc1csc(NC(=N)N)n1. The product is COC(=N)CCSCc1csc(NC(=N)N)n1. Reaction SMILES: [CH3:17][OH:18].[CH:19]([Cl:20])([Cl:21])[Cl:22].[ClH:16].[NH:1]([C:2](=[NH:3])[NH2:4])[c:5]1[s:6][cH:7][c:8]([CH2:10][S:11][CH2:12][CH2:13][C:14]#[N:15])[n:9]1>>[NH:1]([C:2](=[NH:3])[NH2:4])[c:5]1[s:6][cH:7][c:8]([CH2:10][S:11][CH2:12][CH2:13][C:14](=[NH:15])[O:18][CH3:17])[n:9]1. Starting materials: 4-N,N-Dimethylaminopyridine, N1=C(C=C(C=C1C)C)C (2,4,6-collidine), CS(=O)(=O)Cl (methanesulfonyl chloride), ClC1=CC=C(CNC(=O)C=2C(C3=C(N(C2)CCC)SC(=C3)CO)=O)C=C1 (N-(4-chlorobenzyl)-7-propyl-2-(hydroxymethyl)-4-oxo-4,7-dihydrothieno[2,3-b]pyridine-5-carboxamide). Run in CN(C)C=O (DMF), O (water). Run at time 24 hour. Product: ClC1=CC=C(CNC(=O)C=2C(C3=C(N(C2)CCC)SC(=C3)CCl)=O)C=C1 (N-(4-Chlorobenzyl)-2-(chloromethyl)-7-propyl-4-oxo-4,7-dihydrothieno[2,3-b]-pyridine-5-carboxamide). RXN SMILES: N1C(C)=CC(C)=CC=1C.CS([Cl:14])(=O)=O.[Cl:15][C:16]1[CH:40]=[CH:39][C:19]([CH2:20][NH:21][C:22]([C:24]2[C:25](=[O:38])[C:26]3[CH:35]=[C:34]([CH2:36]O)[S:33][C:27]=3[N:28]([CH2:30][CH2:31][CH3:32])[CH:29]=2)=[O:23])=[CH:18][CH:17]=1>CN(C=O)C.O>[Cl:15][C:16]1[CH:40]=[CH:39][C:19]([CH2:20][NH:21][C:22]([C:24]2[C:25](=[O:38])[C:26]3[CH:35]=[C:34]([CH2:36][Cl:14])[S:33][C:27]=3[N:28]([CH2:30][CH2:31][CH3:32])[CH:29]=2)=[O:23])=[CH:18][CH:17]=1. Procedure: 4-N,N-Dimethylaminopyridine (80 mg), 2,4,6-collidine (1.39 mL), and methanesulfonyl chloride (0.81 mL) are added to a solution of N-(4-chlorobenzyl)-7-propyl-2-(hydroxymethyl)-4-oxo-4,7-dihydrothieno[2,3-b]pyridine-5-carboxamide (Preparation 12, 1.63 g) in anhydrous DMF (80 mL). The reaction mixture is stirred at room temperature for 24 h. The mixture is diluted with water (150 mL) and filtered. The resulting light yellow powder is recrystallized from acetonitrile and dried in a vacuum oven to a... Starting materials: [K].SC1=NN(C(S1)=S)C1=CC=CC=C1 (5-Mercapto-3-phenyl-1,3,4-thiadiazole-2(3H) thione potassium salt), C(C)(C)(C)C1=C(C(=CC=C1)C(C)(C)C)O (2,6-di-tertbutylphenol), C=O (formalin), S(O)(O)(=O)=O (sulphuric acid). Solvent: C(C)O (ethanol). Product: C(C)(C)(C)C=1C=C(CS2C(N(N=C2S)C2=CC=CC=C2)=S)C=C(C1O)C(C)(C)C ((3,5-Di-tert-butyl-4-hydroxybenzyl)-5-mercapto-3-phenyl-1,3,4-thiadiazole-2(3H) thione). Reaction SMILES: [K].[SH:2][C:3]1[S:7][C:6](=[S:8])[N:5]([C:9]2[CH:14]=[CH:13][CH:12]=[CH:11][CH:10]=2)[N:4]=1.[C:15]([C:19]1[CH:24]=[CH:23][CH:22]=[C:21]([C:25]([CH3:28])([CH3:27])[CH3:26])[C:20]=1[OH:29])([CH3:18])([CH3:17])[CH3:16].[CH2:30]=O.S(=O)(=O)(O)O>C(O)C>[C:25]([C:21]1[CH:22]=[C:23]([CH:24]=[C:19]([C:15]([CH3:18])([CH3:17])[CH3:16])[C:20]=1[OH:29])[CH2:30][SH:7]1[C:3]([SH:2])=[N:4][N:5]([C:9]2[CH:14]=[CH:13][CH:12]=[CH:11][CH:10]=2)[C:6]1=[S:8])([CH3:28])([CH3:27])[CH3:26] |f:0.1,^1:0|. Procedure details: 5-Mercapto-3-phenyl-1,3,4-thiadiazole-2(3H) thione potassium salt (26.4 g, 0.1 mol), 2,6-di-tertbutylphenol (20.6 g, 0.1 mol), formalin (11 ml) and concentrated sulphuric acid (10 ml) in ethanol (100 ml) are heated, under reflux, for six hours. After this time, the ethanol is removed by rotary evaporation, and partitioned between ethyl acetate and water. The organic phase is dried over magnesium sulphate, filtered and the solvent removed in vacuo. A yellow oil is left (29.5 g, 66% of theory).